This data is from the Open Reaction Database (ORD), a public repository of structured organic reaction records. The task is: describe an organic reaction: reactants, conditions, products, and yield Reactants: C(C)OC(CCN1C=CC2=CC=C(C=C12)COC1=CC=C(C=C1)C1=C(C=C(C(=C1)F)F)OC)=O (3-[6-(4′,5′-difluoro-2′-methoxy-biphenyl-4-yloxymethyl)-indol-1-yl]-propionic acid ethyl ester), C(C)OC(CBr)=O (bromo-acetic acid ethyl ester), FC1=CC(=C(C=C1F)C1=CC=C(C=C1)OCC1=C2C=CNC2=CC=C1)OC (4-(4′,5′-difluoro-2′-methoxy-biphenyl-4-yloxymethyl)-1H-indole). Yields the product C(C)OC(CN1C=CC2=C(C=CC=C12)COC1=CC=C(C=C1)C1=C(C=C(C(=C1)F)F)OC)=O ([4-(4′,5′-Difluoro-2′-methoxy-biphenyl-4-yloxymethyl)-indol-1-yl]-acetic acid ethyl ester), product. Yield: 66.0%. As a reaction SMILES: C(OC(=O)CC[N:7]1[C:15]2[C:10](=[CH:11][CH:12]=[C:13]([CH2:16][O:17][C:18]3[CH:23]=[CH:22][C:21]([C:24]4[CH:29]=[C:28]([F:30])[C:27]([F:31])=[CH:26][C:25]=4[O:32][CH3:33])=[CH:20][CH:19]=3)[CH:14]=2)[CH:9]=[CH:8]1)C.FC1C(F)=CC(C2C=CC(OCC3C=CC=C4C=3C=CN4)=CC=2)=C(OC)C=1.[CH2:62]([O:64][C:65](=[O:68])[CH2:66]Br)[CH3:63]>>[CH2:62]([O:64][C:65](=[O:68])[CH2:66][N:7]1[C:15]2[C:14](=[C:13]([CH2:16][O:17][C:18]3[CH:23]=[CH:22][C:21]([C:24]4[CH:29]=[C:28]([F:30])[C:27]([F:31])=[CH:26][C:25]=4[O:32][CH3:33])=[CH:20][CH:19]=3)[CH:12]=[CH:11][CH:10]=2)[CH:9]=[CH:8]1)[CH3:63]. Procedure details: [4-(4′,5′-Difluoro-2′-methoxy-biphenyl-4-yloxymethyl)-indol-1-yl]-acetic acid ethyl ester was synthesized by a procedure similar to 3-[6-(4′,5′-difluoro-2′-methoxy-biphenyl-4-yloxymethyl)-indol-1-yl]-propionic acid ethyl ester from starting materials 4-(4′,5′-difluoro-2′-methoxy-biphenyl-4-yloxymethyl)-1H-indole and bromo-acetic acid ethyl ester to yield the product as a white solid/wax (30 mg, 66%). LC-MS (ES) calculated for C26H23F2NO4, 451.2; found m/z 452 [M+H]+. The reactants are C/C(=C\C#N)/N (3-Aminocrotonitrile), C1(CC(CCC1)=O)=O (1,3-cyclohexanedione), [N+](=O)([O-])C=1C=C(C=O)C=CC1 (3-nitrobenzaldehyde). Solvent: C(C)O (ethanol). Yields the product C(#N)C1=C(NC=2CCCC(C2C1C1=CC(=CC=C1)[N+](=O)[O-])=O)C (3-Cyano-2-methyl-4-(3-nitrophenyl)-4,6,7,8-tetrahydro-5(1H)quinolone). Yield: 70.0%. RXN SMILES: [CH3:1]/[C:2](/[NH2:6])=[CH:3]\[C:4]#[N:5].[C:7]1(=[O:14])[CH2:12][CH2:11][CH2:10][C:9](=O)[CH2:8]1.[N+:15]([C:18]1[CH:19]=[C:20]([CH:23]=[CH:24][CH:25]=1)[CH:21]=O)([O-:17])=[O:16]>C(O)C>[C:4]([C:3]1[CH:21]([C:20]2[CH:23]=[CH:24][CH:25]=[C:18]([N+:15]([O-:17])=[O:16])[CH:19]=2)[C:12]2[C:7](=[O:14])[CH2:8][CH2:9][CH2:10][C:11]=2[NH:6][C:2]=1[CH3:1])#[N:5]. Procedure details: 3-Aminocrotonitrile (0.91 g), 1,3-cyclohexanedione (1.25 g), and 3-nitrobenzaldehyde (1.70 g) were combined in ethanol (100 mL) and heated at reflux for 7 hours. Removal of solvent and chromatography (ethyl acetate) gave the title compound (2.40 g) as a yellow solid; mp 214°-216° C. NMR: 1.73-2.00 (m,2, CH2), 2.08 (s,3, CH3), 2.13-2.31 (m,2, CH2), 2.41-2.63 (m,2, CH2), 4.66 (s,1, CH), 7.61 (m,1, Ar), 7.68 (dd,1, J=7.7, 1.1 Ar), 7.98 (s,1, Ar), 8.07 (m,1, Ar), 9.66 (s,1, NH); MS: m/z=309(M). Anal... Starting materials: BrC1=C2CCN(CC2=CC=C1)OC(C(F)(F)F)=O (5-bromo-2-trifluoroacetoxy-1,2,3,4-tetrahydroisoquinoline), C(=C)C=1C=C(C=CC1)C (3-vinyltoluene), C1(=C(C=CC=C1)P(C1=C(C=CC=C1)C)C1=C(C=CC=C1)C)C (tri-o-tolylphosphine), CCCCCC.CCOC(=O)C (hexane EtOAc). The reagents and catalysts are C(C)(=O)[O-].[Pd+2].C(C)(=O)[O-] (palladium acetate). Solvent: C(C)N(CC)CC (triethylamine). Yields the product C1(=CC(=CC=C1)C=CC1=C2CCN(CC2=CC=C1)OC(C(F)(F)F)=O)C (5-(2-(3-tolyl)vinyl)-2-trifluoroacetoxy-1,2,3,4-tetrahydroisoquinoline). Reaction SMILES: Br[C:2]1[CH:11]=[CH:10][CH:9]=[C:8]2[C:3]=1[CH2:4][CH2:5][N:6]([O:12][C:13](=[O:18])[C:14]([F:17])([F:16])[F:15])[CH2:7]2.[CH:19]([C:21]1[CH:22]=[C:23]([CH3:27])[CH:24]=[CH:25][CH:26]=1)=[CH2:20].C1(C)C=CC=CC=1P(C1C=CC=CC=1C)C1C=CC=CC=1C.CCCCCC.CCOC(C)=O>C(N(CC)CC)C.C([O-])(=O)C.[Pd+2].C([O-])(=O)C>[C:23]1([CH3:27])[CH:24]=[CH:25][CH:26]=[C:21]([CH:19]=[CH:20][C:2]2[CH:11]=[CH:10][CH:9]=[C:8]3[C:3]=2[CH2:4][CH2:5][N:6]([O:12][C:13](=[O:18])[C:14]([F:17])([F:16])[F:15])[CH2:7]3)[CH:22]=1 |f:3.4,6.7.8|. Procedure: A solution of 5-bromo-2-trifluoroacetoxy-1,2,3,4-tetrahydroisoquinoline (616 mg, 2 mmol), 3-vinyltoluene (330 mg, 2.5 mmol), tri-o-tolylphosphine (50 mg) and palladium acetate (20 mg) in triethylamine (1 mL) were heated in a pressure bomb at 100° C. for 8 h. Column chromatography of the dark mixture (silica gel; hexane/EtOAc 40:1 then 20:1) afforded the title compound. FAB ms (m+1) 346.18 The reactants are CO, CC1CC(=O)c2ccccc21, Cl, NO, [Na+], [OH-], O. Reaction SMILES: [CH3:17][OH:18].[CH3:1][CH:2]1[CH2:3][C:4](=[O:11])[c:5]2[cH:6][cH:7][cH:8][cH:9][c:10]21.[ClH:12].[NH2:13][OH:14].[Na+:16].[OH-:15].[OH2:19]>>[CH3:1][CH:2]1[CH2:3][C:4](=[N:13][OH:14])[c:5]2[cH:6][cH:7][cH:8][cH:9][c:10]21. Yields the product CC1CC(=NO)c2ccccc21. Starting materials: ClC=1C(=CC(=C(C1)S(=O)(=O)N(C1=NC=CC=N1)CC1=C(C=C(C=C1)OC)OC)F)F (5-chloro-N-(2,4-dimethoxybenzyl)-2,4-difluoro-N-(pyrimidin-2-yl)benzenesulfonamide), C(#N)C=1C=C(C=CC1F)O (3-cyano-4-fluorophenol). Product: ClC=1C(=CC(=C(C1)S(=O)(=O)NC1=NC=CC=N1)F)OC1=CC(=C(C=C1)F)C#N (5-chloro-4-(3-cyano-4-fluorophenoxy)-2-fluoro-N-(pyrimidin-2-yl)benzenesulfonamide). As a reaction SMILES: [Cl:1][C:2]1[C:3](F)=[CH:4][C:5]([F:29])=[C:6]([S:8]([N:11](CC2C=CC(OC)=CC=2OC)[C:12]2[N:17]=[CH:16][CH:15]=[CH:14][N:13]=2)(=[O:10])=[O:9])[CH:7]=1.[C:31]([C:33]1[CH:34]=[C:35]([OH:40])[CH:36]=[CH:37][C:38]=1[F:39])#[N:32]>>[Cl:1][C:2]1[C:3]([O:40][C:35]2[CH:36]=[CH:37][C:38]([F:39])=[C:33]([C:31]#[N:32])[CH:34]=2)=[CH:4][C:5]([F:29])=[C:6]([S:8]([NH:11][C:12]2[N:13]=[CH:14][CH:15]=[CH:16][N:17]=2)(=[O:9])=[O:10])[CH:7]=1. Reported procedure: The title compound was prepared according to the method described for Library Protocol 2 using 5-chloro-N-(2,4-dimethoxybenzyl)-2,4-difluoro-N-(pyrimidin-2-yl)benzenesulfonamide (WO2012004743) and 3-cyano-4-fluorophenol.